Dataset: the Open Reaction Database (ORD), a public repository of structured organic reaction records. Task: describe an organic reaction: reactants, conditions, products, and yield Starting materials: CN(C)C=O, O=Cc1cc([N+](=O)[O-])ccc1Cl, [F-], [K+], O. Product: O=Cc1cc([N+](=O)[O-])ccc1F. RXN SMILES: [CH3:16][N:17]([CH3:18])[CH:19]=[O:20].[Cl:1][c:2]1[c:3]([CH:4]=[O:5])[cH:6][c:7]([N+:10](=[O:11])[O-:12])[cH:8][cH:9]1.[F-:13].[K+:14].[OH2:15]>>[c:2]1([F:13])[c:3]([CH:4]=[O:5])[cH:6][c:7]([N+:10](=[O:11])[O-:12])[cH:8][cH:9]1. Starting materials: O=C([O-])O, C1CCOC1, O=C(Cl)OCc1ccccc1, C=CCN1CC(c2ccc(N)cc2F)CCS1(=O)=O, [Na+], O. The product is C=CCN1CC(c2ccc(NC(=O)OCc3ccccc3)cc2F)CCS1(=O)=O. Reaction SMILES: [C:31](=[O:32])([OH:33])[O-:34].[CH2:36]1[O:37][CH2:38][CH2:39][CH2:40]1.[Cl:20][C:21](=[O:22])[O:23][CH2:24][c:25]1[cH:26][cH:27][cH:28][cH:29][cH:30]1.[F:1][c:2]1[cH:3][c:4]([NH2:19])[cH:5][cH:6][c:7]1[CH:8]1[CH2:9][N:10]([CH2:16][CH:17]=[CH2:18])[S:11](=[O:14])(=[O:15])[CH2:12][CH2:13]1.[Na+:35].[OH2:41]>>[F:1][c:2]1[cH:3][c:4]([NH:19][C:21](=[O:22])[O:23][CH2:24][c:25]2[cH:26][cH:27][cH:28][cH:29][cH:30]2)[cH:5][cH:6][c:7]1[CH:8]1[CH2:9][N:10]([CH2:16][CH:17]=[CH2:18])[S:11](=[O:14])(=[O:15])[CH2:12][CH2:13]1. Starting materials: C1=CC2=C(N=C1)N(N=N2)O (HOAt), C(CCl)Cl (EDC), FC=1C(N=C(NC1NCC1=NC=CC=C1)C)=NN (5-Fluoro-2-methyl-6-[(2-pyridinylmethyl)amino]-4(1H)-pyrimidinone hydrazone), C1(CCCC1)C[C@@H](C(=O)O)CN(OCC1=CC=CC=C1)C=O ((2R)-3-cyclopentyl-2-({formyl[(phenylmethyl)oxy]amino}methyl)propanoic acid), CN1CCOCC1 (NMM). The solvent is CN(C)C=O (DMF). Conditions: time 8 hour. Yields the product C1(CCCC1)C[C@H](CN(C=O)OCC1=CC=CC=C1)C(=O)NNC1=NC(=NC(=C1F)NCC1=NC=CC=C1)C ([(2R)-2-(cyclopentylmethyl)-3-(2-{5-fluoro-2-methyl-6-[(2-pyridinylmethyl)amino]-4-pyrimidinyl}hydrazino)-3-oxopropyl][(phenylmethyl)oxy]formamide). Yield: 48.5%. Reaction SMILES: [F:1][C:2]1[C:3](=[N:17][NH2:18])[N:4]=[C:5]([CH3:16])[NH:6][C:7]=1[NH:8][CH2:9][C:10]1[CH:15]=[CH:14][CH:13]=[CH:12][N:11]=1.[CH:19]1([CH2:24][C@H:25]([CH2:29][N:30]([CH:39]=[O:40])[O:31][CH2:32][C:33]2[CH:38]=[CH:37][CH:36]=[CH:35][CH:34]=2)[C:26](O)=[O:27])[CH2:23][CH2:22][CH2:21][CH2:20]1.CN1CCOCC1.C1C=NC2N(O)N=NC=2C=1.C(Cl)CCl>CN(C=O)C>[CH:19]1([CH2:24][C@@H:25]([C:26]([NH:18][NH:17][C:3]2[C:2]([F:1])=[C:7]([NH:8][CH2:9][C:10]3[CH:15]=[CH:14][CH:13]=[CH:12][N:11]=3)[N:6]=[C:5]([CH3:16])[N:4]=2)=[O:27])[CH2:29][N:30]([O:31][CH2:32][C:33]2[CH:38]=[CH:37][CH:36]=[CH:35][CH:34]=2)[CH:39]=[O:40])[CH2:23][CH2:22][CH2:21][CH2:20]1. Procedure details: 5-Fluoro-2-methyl-6-[(2-pyridinylmethyl)amino]-4(1H)-pyrimidinone hydrazone (0.0954 g, 0.3846 mmol) and (2R)-3-cyclopentyl-2-({formyl[(phenylmethyl)oxy]amino}methyl)propanoic acid (0.141 g, 0.4622 mmol) were dissolved in DMF (3 mL). NMM (0.13 mL, 1.1824 mmol) was added, followed by HOAt (0.063 g, 0.4632 mmol) and EDC (0.088 g, 0.459 mmol). After stirring overnight the reaction mixture was purified by RP-HPLC to provide [(2R)-2-(cyclopentylmethyl)-3-(2-{5-fluoro-2-methyl-6-[(2-pyridinylmethyl)ami... The reactants are COC(C(CC(C)C)O)=O (2-hydroxy-4-methylpentanoic acid methyl ester), C(=O)(Cl)Cl (phosgene), Cl (HCl), N1CCOCC1 (morpholine). The reagents and catalysts are CN(C=O)C (dimethylformamide). Solvent: C1(=CC=CC=C1)C (toluene), C(Cl)Cl (methylene chloride). Conditions: time 16 hour. Product: COC(C(CC(C)C)OC(=O)N1CCOCC1)=O ((((4-Morpholinyl)carbonyl)oxy)-4-methylpentanoic Acid Methyl Ester). Reaction SMILES: [CH3:1][O:2][C:3](=[O:10])[CH:4]([OH:9])[CH2:5][CH:6]([CH3:8])[CH3:7].[C:11](Cl)(Cl)=[O:12].[NH:15]1[CH2:20][CH2:19][O:18][CH2:17][CH2:16]1.Cl>C1(C)C=CC=CC=1.CN(C)C=O.C(Cl)Cl>[CH3:1][O:2][C:3](=[O:10])[CH:4]([O:9][C:11]([N:15]1[CH2:20][CH2:19][O:18][CH2:17][CH2:16]1)=[O:12])[CH2:5][CH:6]([CH3:8])[CH3:7]. Reported procedure: To 2-hydroxy-4-methylpentanoic acid methyl ester was added 150 ml of 12.5% phosgene in toluene and 25 drops of dimethylformamide. After stirring for 16 h at room temperature, the solvent was evaporated and the residue chased several times with benzene. The resulting product was dissolved in methylene chloride (50 ml), cooled to 0° C. and treated by dropwise addition with 3.86 g (0.044 mol) of morpholine. The reaction mixture was stirred for 2 h at 0°-5° C. and then distributed between 0.5N HCl a... Starting materials: CCC(C)CO, Cc1ccccc1, O=C(O)c1ccc(O)cc1, O=S(=O)(O)O. Yields the product CCC(C)COC(=O)c1ccc(O)cc1. RXN SMILES: [CH3:11][CH:12]([CH2:13][OH:14])[CH2:15][CH3:16].[CH3:22][c:23]1[cH:24][cH:25][cH:26][cH:27][cH:28]1.[OH:1][C:2](=[O:3])[c:4]1[cH:5][cH:6][c:7]([OH:8])[cH:9][cH:10]1.[S:17](=[O:18])(=[O:19])([OH:20])[OH:21]>>[O:1]=[C:2]([O:3][CH2:13][CH:12]([CH3:11])[CH2:15][CH3:16])[c:4]1[cH:5][cH:6][c:7]([OH:8])[cH:9][cH:10]1. Reactants: CC(=O)C=C (methylvinylketone), C(C)(C)(C)OC(=O)N1C[C@H](N[C@H](C1)C)C (Cis-3,5-dimethylpiperazine-1-carboxylic acid tert-butyl ester). Solvent: C(Cl)(Cl)Cl (chloroform). The product is C(C)(C)(C)OC(=O)N1C[C@H](N([C@H](C1)C)CCC(C)=O)C (cis-3,5-Dimethyl-4-(3-oxo-butyl)-piperazine-1-carboxylic acid tert-butyl ester). RXN SMILES: [C:1]([O:5][C:6]([N:8]1[CH2:13][C@H:12]([CH3:14])[NH:11][C@H:10]([CH3:15])[CH2:9]1)=[O:7])([CH3:4])([CH3:3])[CH3:2].[CH3:16][C:17]([CH:19]=[CH2:20])=[O:18]>C(Cl)(Cl)Cl>[C:1]([O:5][C:6]([N:8]1[CH2:13][C@H:12]([CH3:14])[N:11]([CH2:20][CH2:19][C:17](=[O:18])[CH3:16])[C@H:10]([CH3:15])[CH2:9]1)=[O:7])([CH3:4])([CH3:2])[CH3:3]. Procedure: Cis-3,5-dimethylpiperazine-1-carboxylic acid tert-butyl ester (3.00 g; prepared according to the method E. Jon Jacobson et. al.: J. Med. Chemistry. 1999, Vol. 42, 1123-144) in 47 mL chloroform was treated with methylvinylketone (1.7 mL) at room temperature and heated at reflux for two days. The reaction was then concentrated, diluted with THF and heated at reflux for 1 day before purifying by column chromatography (0 to 10% MeOH/DCM) to afford 0.865 g of the title compound as a clear, colorless ... The reactants are CN(C)c1cccc(O)c1, CN(C)C=O, CN(C(=O)OC(C)(C)C)c1cc(Cl)ccc1[N+](=O)[O-], [H-], [Na+]. Product: CN(C)c1cccc(Oc2ccc([N+](=O)[O-])c(N(C)C(=O)OC(C)(C)C)c2)c1. RXN SMILES: [CH3:1][N:2]([c:3]1[cH:4][c:5]([OH:9])[cH:6][cH:7][cH:8]1)[CH3:10].[CH3:32][N:33]([CH3:34])[CH:35]=[O:36].[Cl:11][c:12]1[cH:13][cH:14][c:15]([N+:27](=[O:28])[O-:29])[c:16]([N:18]([C:19]([O:20][C:21]([CH3:22])([CH3:23])[CH3:24])=[O:25])[CH3:26])[cH:17]1.[H-:30].[Na+:31]>>[CH3:1][N:2]([c:3]1[cH:4][c:5]([O:9][c:12]2[cH:13][cH:14][c:15]([N+:27](=[O:28])[O-:29])[c:16]([N:18]([C:19]([O:20][C:21]([CH3:22])([CH3:23])[CH3:24])=[O:25])[CH3:26])[cH:17]2)[cH:6][cH:7][cH:8]1)[CH3:10].